From a dataset of the Open Reaction Database (ORD), a public repository of structured organic reaction records. describe an organic reaction: reactants, conditions, products, and yield Product: C=CCN(C(=O)Nc1nnc(C(C)(C)C)s1)C(C=O)COC. Starting materials: CC(C)(C)c1nnc(N=C=O)s1, C=CCNC(C=O)COC, c1ccccc1. RXN SMILES: [C:1]([CH3:2])([CH3:3])([CH3:4])[c:5]1[n:6][n:7][c:8]([N:10]=[C:11]=[O:12])[s:9]1.[CH2:13]([CH:14]=[CH2:15])[NH:16][CH:17]([CH:18]=[O:19])[CH2:20][O:21][CH3:22].[cH:23]1[cH:24][cH:25][cH:26][cH:27][cH:28]1>>[C:1]([CH3:2])([CH3:3])([CH3:4])[c:5]1[n:6][n:7][c:8]([NH:10][C:11](=[O:12])[N:16]([CH2:13][CH:14]=[CH2:15])[CH:17]([CH:18]=[O:19])[CH2:20][O:21][CH3:22])[s:9]1.